The task is: describe an organic reaction: reactants, conditions, products, and yield. This data is from the Open Reaction Database (ORD), a public repository of structured organic reaction records. The reactants are CO, C=COC(=O)N1CC2CC3C4CC(F)C5=CC(=O)C=CC5(C)C4(F)C(O)CC3(C)C2(C(=O)COC(C)=O)C1, [K+], [K+], O=C([O-])[O-]. The product is C=COC(=O)N1CC2CC3C4CC(F)C5=CC(=O)C=CC5(C)C4(F)C(O)CC3(C)C2(C(=O)CO)C1. RXN SMILES: [CH3:45][OH:46].[CH:1](=[CH2:2])[O:3][C:4](=[O:5])[N:6]1[CH2:7][CH:8]2[CH2:9][CH:10]3[C:11]([CH3:38])([CH2:12][CH:13]([OH:28])[C:14]4([F:27])[C:15]5([CH3:26])[CH:16]=[CH:17][C:18](=[O:25])[CH:19]=[C:20]5[CH:21]([F:24])[CH2:22][CH:23]34)[C:29]2([C:31]([CH2:32][O:33][C:34](=[O:35])[CH3:36])=[O:37])[CH2:30]1.[K+:39].[K+:40].[O-:41][C:42]([O-:43])=[O:44]>>[CH:1](=[CH2:2])[O:3][C:4](=[O:5])[N:6]1[CH2:7][CH:8]2[CH2:9][CH:10]3[C:11]([CH3:38])([CH2:12][CH:13]([OH:28])[C:14]4([F:27])[C:15]5([CH3:26])[CH:16]=[CH:17][C:18](=[O:25])[CH:19]=[C:20]5[CH:21]([F:24])[CH2:22][CH:23]34)[C:29]2([C:31]([CH2:32][OH:33])=[O:37])[CH2:30]1. The reactants are CO, Cc1c(C(=O)C2CCCC2)oc2ccc(F)cc12, O. Product: Cc1c(C(O)C2CCCC2)oc2ccc(F)cc12. Reaction SMILES: [CH3:20][OH:21].[CH:1]1([C:6](=[O:7])[c:8]2[o:9][c:10]3[c:11]([c:12]2[CH3:13])[cH:14][c:15]([F:18])[cH:16][cH:17]3)[CH2:2][CH2:3][CH2:4][CH2:5]1.[OH2:19]>>[CH:1]1([CH:6]([OH:7])[c:8]2[o:9][c:10]3[c:11]([c:12]2[CH3:13])[cH:14][c:15]([F:18])[cH:16][cH:17]3)[CH2:2][CH2:3][CH2:4][CH2:5]1. Reactants: C(C=C)C1(CCCCC1)O (1-allylcyclohexanol), C1(=CC=C(C=C1)S(=O)(=O)N=C1I(CCCC1)C1=CC=CC=C1)C ([N-(p-Toluenesulfonyl)imino]phenyliodinane). The reagents and catalysts are C(F)(F)(F)S(=O)(=O)[O-].C(F)(F)(F)S(=O)(=O)[O-].[Cu+2] (Cu(OTf)2). Run in C(C)#N (acetonitrile). Product: S(=O)(=O)(C1=CC=C(C)C=C1)N1C(C1)CC1(CCCCC1)O (1-((1-tosylaziridin-2-yl)methyl)cyclohexanol). Isolated yield 13.3%. RXN SMILES: [CH2:1]([C:4]1([OH:10])[CH2:9][CH2:8][CH2:7][CH2:6][CH2:5]1)[CH:2]=[CH2:3].[C:11]1([CH3:33])[CH:16]=[CH:15][C:14]([S:17]([N:20]=C2CCCCI2C2C=CC=CC=2)(=[O:19])=[O:18])=[CH:13][CH:12]=1>C(S([O-])(=O)=O)(F)(F)F.C(S([O-])(=O)=O)(F)(F)F.[Cu+2].C(#N)C>[S:17]([N:20]1[CH2:3][CH:2]1[CH2:1][C:4]1([OH:10])[CH2:9][CH2:8][CH2:7][CH2:6][CH2:5]1)([C:14]1[CH:15]=[CH:16][C:11]([CH3:33])=[CH:12][CH:13]=1)(=[O:19])=[O:18] |f:2.3.4|. Procedure details: A flame-dried 100 mL three-necked flask was purged with N2, and charged with Cu(OTf)2 (95 mg, 0.26 mmol), 1-allylcyclohexanol (960 mg, 9.86 mmol) and acetonitrile (HPLC grade). Solid [N-(p-Toluenesulfonyl)imino]phenyliodinane (PhINTs, prepared as described in Inorgania Chimica Acta 2003, 342, 301-304, 1.97 g, 5.28 mmol) was added in a single portion and the mixture was stirred at rt until all PhINTs had dissolved (within 5 to 30 min). The solvent was removed and the residue was chromatographied ... Reactants: Clc1cc2c(Nc3ccc4c(cnn4Cc4ccccc4)c3)ncnc2cn1, CS(C)=O, [H-], [Na+], c1c[nH]cn1. Product: c1ccc(Cn2ncc3cc(Nc4ncnc5cnc(-n6ccnc6)cc45)ccc32)cc1. Reaction SMILES: [CH2:8]([c:9]1[cH:10][cH:11][cH:12][cH:13][cH:14]1)[n:15]1[n:16][cH:17][c:18]2[cH:19][c:20]([NH:24][c:25]3[c:26]4[c:27]([n:28][cH:29][n:30]3)[cH:31][n:32][c:33]([Cl:35])[cH:34]4)[cH:21][cH:22][c:23]12.[CH3:36][S:37]([CH3:38])=[O:39].[H-:6].[Na+:7].[nH:1]1[cH:2][n:3][cH:4][cH:5]1>>[n:1]1(-[c:33]2[n:32][cH:31][c:27]3[c:26]([c:25]([NH:24][c:20]4[cH:19][c:18]5[cH:17][n:16][n:15]([CH2:8][c:9]6[cH:10][cH:11][cH:12][cH:13][cH:14]6)[c:23]5[cH:22][cH:21]4)[n:30][cH:29][n:28]3)[cH:34]2)[cH:2][n:3][cH:4][cH:5]1. The reactants are BrC(C)C1=CC=CC=C1 ((1-bromoethyl)benzene), [Zn] (zinc), BrCCBr (1,2-dibromoethane), Cl[Si](C)(C)C (chlorotrimethylsilane), resultant suspension. Run in C1CCOC1 (THF). Yields the product [Br-].C1(=CC=CC=C1)C(C)[Zn+] ((1-phenylethyl)zinc(II) bromide). As a reaction SMILES: [Zn:1].[Br:2]CCBr.Cl[Si](C)(C)C.Br[CH:12]([C:14]1[CH:19]=[CH:18][CH:17]=[CH:16][CH:15]=1)[CH3:13]>C1COCC1>[Br-:2].[C:14]1([CH:12]([Zn+:1])[CH3:13])[CH:19]=[CH:18][CH:17]=[CH:16][CH:15]=1 |f:5.6|. Procedure: To a suspension mixture of zinc powder (active, 5.1 g, 80.0 mmol) in dry THF (20 mL) was added dropwise 1,2-dibromoethane (0.28 mL, 5.7 mmol) at 70° C. under nitrogen atmosphere, followed by the addition of chlorotrimethylsilane (1.2 mL, 10.6 mmol). Subsequently, (1-bromoethyl)benzene (3.7 g, 20 mmol) was added dropwise. The resultant suspension was stirred at 70° C. for another 1 h. The reaction mixture was cooled to RT and directly used for the next step. Starting materials: C(C)(=O)O[C@H]1[C@@H](O[C@@H]([C@H]1OC(C)=O)COC(C)=O)N1C2=NC(=NC(=C2N=C1)Cl)N ((2R,3R,4R,5R)-4-acetyloxy-5-(acetyloxymethyl)-2-(2-amino-6-chloropurin-9-yl)oxolan-3-yl acetate), ICI (diiodomethane), N(=O)OCCCCC (n-pentyl nitrite). Solvent: C(C)#N (acetonitrile). The product is C(C)(=O)O[C@H]1[C@@H](O[C@@H]([C@H]1OC(C)=O)COC(C)=O)N1C2=NC(=NC(=C2N=C1)Cl)I ((2R,3R,4R,5R)-4-acetyloxy-5-(acetyloxymethyl)-2-(6-chloro-2-iodopurin-9-yl)oxolan-3-yl acetate). RXN SMILES: [C:1]([O:4][C@@H:5]1[C@H:9]([O:10][C:11](=[O:13])[CH3:12])[C@@H:8]([CH2:14][O:15][C:16](=[O:18])[CH3:17])[O:7][C@H:6]1[N:19]1[CH:27]=[N:26][C:25]2[C:20]1=[N:21][C:22](N)=[N:23][C:24]=2[Cl:28])(=[O:3])[CH3:2].[I:30]CI.N(OCCCCC)=O>C(#N)C>[C:1]([O:4][C@@H:5]1[C@H:9]([O:10][C:11](=[O:13])[CH3:12])[C@@H:8]([CH2:14][O:15][C:16](=[O:18])[CH3:17])[O:7][C@H:6]1[N:19]1[CH:27]=[N:26][C:25]2[C:20]1=[N:21][C:22]([I:30])=[N:23][C:24]=2[Cl:28])(=[O:3])[CH3:2]. Procedure details: To a solution of (2R,3R,4R,5R)-4-acetyloxy-5-(acetyloxymethyl)-2-(2-amino-6-chloropurin-9-yl)oxolan-3-yl acetate in acetonitrile was added diiodomethane and n-pentyl nitrite. The mixture was heated under nitrogen for 20 hours, then solvent removed under reduced pressure. The residue was purified by chromatography on silica gel, eluting with hexanes to hexanes/ethyl acetate 2:1, to provide (2R,3R,4R,5R)-4-acetyloxy-5-(acetyloxymethyl)-2-(6-chloro-2-iodopurin-9-yl)oxolan-3-yl acetate, which may be... The reactants are CCc1nc(-c2ccc(Cl)cc2)no1, ClC(Cl)(Cl)Cl, CC(C)(C#N)N=NC(C)(C)C#N, O=C1CCC(=O)N1Br. The product is CC(Br)c1nc(-c2ccc(Cl)cc2)no1. As a reaction SMILES: [Cl:1][c:2]1[cH:3][cH:4][c:5](-[c:8]2[n:9][o:10][c:11]([CH2:13][CH3:14])[n:12]2)[cH:6][cH:7]1.[Cl:35][C:36]([Cl:37])([Cl:38])[Cl:39].[N:23]#[C:24][C:25]([N:26]=[N:27][C:28]([C:29]#[N:30])([CH3:31])[CH3:32])([CH3:33])[CH3:34].[O:15]=[C:16]1[N:17]([Br:22])[C:18](=[O:19])[CH2:20][CH2:21]1>>[Cl:1][c:2]1[cH:3][cH:4][c:5](-[c:8]2[n:9][o:10][c:11]([CH:13]([CH3:14])[Br:22])[n:12]2)[cH:6][cH:7]1. Starting materials: CC(=O)O, O=C1Nc2ccc(I)cc2C1=O, NNC(=O)CNC(=O)NCc1ccco1. The product is O=C(CNC(=O)NCc1ccco1)NN=C1C(=O)Nc2ccc(I)cc21. Reaction SMILES: [CH3:28][C:29](=[O:30])[OH:31].[I:1][c:2]1[cH:3][c:4]2[c:8]([cH:9][cH:10]1)[NH:7][C:6](=[O:11])[C:5]2=[O:12].[o:13]1[c:14]([CH2:18][NH:19][C:20](=[O:21])[NH:22][CH2:23][C:24](=[O:25])[NH:26][NH2:27])[cH:15][cH:16][cH:17]1>>[I:1][c:2]1[cH:3][c:4]2[c:8]([cH:9][cH:10]1)[NH:7][C:6](=[O:11])[C:5]2=[N:27][NH:26][C:24]([CH2:23][NH:22][C:20]([NH:19][CH2:18][c:14]1[o:13][cH:17][cH:16][cH:15]1)=[O:21])=[O:25].